Dataset: the Open Reaction Database (ORD), a public repository of structured organic reaction records. Task: describe an organic reaction: reactants, conditions, products, and yield Procedure: Combine sodium hydride (1.08 g, 60% in oil, 27.1 mmol) and dimethylformamide (50 mL). Add a solution of ethyl indol-3-yl-acetic acid (5 g, 24.6 mmol) in dimethylformamide (20 mL). Stir until gas evolution ceases. Add benzyl bromide (5.85 mL, 49.2 mmol). Warm to ambient temperature. After 48 hours, partition the reaction mixture between ethyl acetate and water. Separate the organic layer and extract with a saturated sodium chloride solution. Dry the organic layer over MgSO4, filter, and evaporate... Starting materials: C(C)(=O)OCC.CCCCCC (ethyl acetate hexane), [H-].[Na+] (sodium hydride), C(C)C(C(=O)O)C1=CNC2=CC=CC=C12 (ethyl indol-3-yl-acetic acid), C(C1=CC=CC=C1)Br (benzyl bromide). Reaction conditions: time 48 hour. Run in CN(C=O)C (dimethylformamide), CN(C=O)C (dimethylformamide). Reaction SMILES: [H-].[Na+].C([CH:5]([C:9]1[C:17]2[C:12](=[CH:13][CH:14]=[CH:15][CH:16]=2)[NH:11][CH:10]=1)[C:6]([OH:8])=[O:7])C.[CH2:18](Br)[C:19]1[CH:24]=[CH:23][CH:22]=[CH:21][CH:20]=1.[C:26](OCC)(=O)[CH3:27].CCCCCC>CN(C)C=O>[CH2:18]([N:11]1[C:12]2[C:17](=[CH:16][CH:15]=[CH:14][CH:13]=2)[C:9]([CH2:5][C:6]([O:8][CH2:26][CH3:27])=[O:7])=[CH:10]1)[C:19]1[CH:24]=[CH:23][CH:22]=[CH:21][CH:20]=1 |f:0.1,4.5|. The product is C(C1=CC=CC=C1)N1C=C(C2=CC=CC=C12)CC(=O)OCC (Ethyl [1-benzyl-indol-3-yl]-acetate). The reactants are COC(C1=C(C(=CC(=C1)Br)C)N(CC=1C=NC=CC1)S(=O)(=O)C1=CC=C(C=C1)OC)=O (5-Bromo-2-[(4-methoxy-benzenesulfonyl)-pyridin-3-ylmethyl-amino]-3-methyl-benzoic acid methyl ester), C(C)(=O)C1=CC=C(S1)B(O)O (5-acetylthiophene-2-boronic acid). Yields the product COC(C1=C(C(=CC(=C1)C=1SC(=CC1)C(C)=O)C)N(CC=1C=NC=CC1)S(=O)(=O)C1=CC=C(C=C1)OC)=O (5-(5-Acetyl-thiophen-2-yl)-2-[(4-methoxy-benzenesulfonyl)-pyridin-3-ylmethyl-amino]-3-methyl-benzoic acid methyl ester). Yield: 95.3%. Reaction SMILES: [CH3:1][O:2][C:3](=[O:31])[C:4]1[CH:9]=[C:8](Br)[CH:7]=[C:6]([CH3:11])[C:5]=1[N:12]([S:20]([C:23]1[CH:28]=[CH:27][C:26]([O:29][CH3:30])=[CH:25][CH:24]=1)(=[O:22])=[O:21])[CH2:13][C:14]1[CH:15]=[N:16][CH:17]=[CH:18][CH:19]=1.[C:32]([C:35]1[S:39][C:38](B(O)O)=[CH:37][CH:36]=1)(=[O:34])[CH3:33]>>[CH3:1][O:2][C:3](=[O:31])[C:4]1[CH:9]=[C:8]([C:38]2[S:39][C:35]([C:32](=[O:34])[CH3:33])=[CH:36][CH:37]=2)[CH:7]=[C:6]([CH3:11])[C:5]=1[N:12]([S:20]([C:23]1[CH:28]=[CH:27][C:26]([O:29][CH3:30])=[CH:25][CH:24]=1)(=[O:22])=[O:21])[CH2:13][C:14]1[CH:15]=[N:16][CH:17]=[CH:18][CH:19]=1. Reported procedure: In the same manner as described in Example 241, 505.4 mg (1.0 mmol) of the product of Example 89 and 374 mg (2.2 mmol) of 5-acetylthiophene-2-boronic acid provided 525 mg (95%) of the desired product as a cream colored solid. Electrospray Mass Spec 551 (M+H).